From a dataset of the Open Reaction Database (ORD), a public repository of structured organic reaction records. describe an organic reaction: reactants, conditions, products, and yield The product is C(=O)(O)C(CC(C)C)N[C@@H](CC1=CNC=N1)C(=O)N[C@@H](CC(C)C)C(=O)O (N-(1-carboxy-3-methylbutyl)-L-histidyl-L-leucine). Reported procedure: In the manner decribed in Example 54, 4-methyl-2-oxopentanoic acid and L-histidyl-L-leucine are condensed in the presence of sodium cyanoborohydride to yield N-(1-carboxy-3-methylbutyl)-L-histidyl-L-leucine. In this case the product is eluted from the ion exchange resin with 10% ammonia. The mass spectrum shows a molecular ion at 408 m/e for the disilylated species minus 18. The nmr spectrum is consistent with structure. The reactants are CC(CC(C(=O)O)=O)C (4-methyl-2-oxopentanoic acid), N[C@@H](CC1=CNC=N1)C(=O)N[C@@H](CC(C)C)C(=O)O (L-histidyl-L-leucine), C(#N)[BH3-].[Na+] (sodium cyanoborohydride). RXN SMILES: [CH3:1][CH:2]([CH3:9])[CH2:3][C:4](=O)[C:5]([OH:7])=[O:6].[NH2:10][C@H:11]([C:18]([NH:20][C@H:21]([C:26]([OH:28])=[O:27])[CH2:22][CH:23]([CH3:25])[CH3:24])=[O:19])[CH2:12][C:13]1[N:17]=[CH:16][NH:15][CH:14]=1.C([BH3-])#N.[Na+]>>[C:5]([CH:4]([NH:10][C@H:11]([C:18]([NH:20][C@H:21]([C:26]([OH:28])=[O:27])[CH2:22][CH:23]([CH3:24])[CH3:25])=[O:19])[CH2:12][C:13]1[N:17]=[CH:16][NH:15][CH:14]=1)[CH2:3][CH:2]([CH3:9])[CH3:1])([OH:7])=[O:6] |f:2.3|. The reactants are C1(=CC=CC=C1)C1OC2=CC=C(C=C2C(C1)O)O (2-phenylchroman-4,6-diol), FC=1C=C(C=C(C1)F)C1OC2=CC=C(C=C2C(C1)=O)O (2-(3,5-difluorophenyl)-6-hydroxychroman-4-one). Yields the product FC=1C=C(C=C(C1)F)C1OC2=CC=C(C=C2C(C1)O)O (2-(3,5-Difluorophenyl)chroman-4,6-diol). RXN SMILES: C1(C2CC(O)C3C(=CC=C(O)C=3)O2)C=CC=CC=1.[F:19][C:20]1[CH:21]=[C:22]([CH:27]2[CH2:36][C:35](=[O:37])[C:34]3[C:29](=[CH:30][CH:31]=[C:32]([OH:38])[CH:33]=3)[O:28]2)[CH:23]=[C:24]([F:26])[CH:25]=1>>[F:19][C:20]1[CH:21]=[C:22]([CH:27]2[CH2:36][CH:35]([OH:37])[C:34]3[C:29](=[CH:30][CH:31]=[C:32]([OH:38])[CH:33]=3)[O:28]2)[CH:23]=[C:24]([F:26])[CH:25]=1. Procedure: 2-(3,5-Difluorophenyl)chroman-4,6-diol was prepared as described for 2-phenylchroman-4,6-diol in Example 8(a) starting from 800 mg of 2-(3,5-difluorophenyl)-6-hydroxychroman-4-one. 1H NMR (400 MHz, d6-DMSO) δ: 8.87 (s, 1H), 7.21-7.17 (m, 3H), 6.88 (d, 1H, J 2.4 Hz), 6.64 (d, 1H, J 8.7 Hz), 6.55 (dd, 1H, J 2.4, 8.7 Hz), 5.47 (d, 1H, J 7.0 Hz), 5.17 (d, 1H, J 10.5 Hz), 4.86 (m, 1H), 2.32 (m, 1H), 1.85 (m, 1H).